This data is from the Open Reaction Database (ORD), a public repository of structured organic reaction records. The task is: describe an organic reaction: reactants, conditions, products, and yield The reactants are C1(C=2C(C(=O)O1)=CC=CC2)=O (phthalic anhydride), C1(=CC=CC=C1)CCCCCCCCCC(=O)OCC (ethyl 10-phenyldecanoate), [Cl-].[Al+3].[Cl-].[Cl-] (aluminium chloride). The solvent is ClCCCl (1,2-dichloroethane). Run at time 20 hour. The product is C(C)OC(=O)CCCCCCCCCC1=CC=C(C(=O)C2=C(C(=O)O)C=CC=C2)C=C1 (2-[4'-(9"-ethoxycarbonylnonyl)benzoyl]benzoic acid). The yield is 91.2%. RXN SMILES: [C:1]1(=[O:11])[O:6][C:4](=[O:5])[C:3]2=[CH:7][CH:8]=[CH:9][CH:10]=[C:2]12.[C:12]1([CH2:18][CH2:19][CH2:20][CH2:21][CH2:22][CH2:23][CH2:24][CH2:25][CH2:26][C:27]([O:29][CH2:30][CH3:31])=[O:28])[CH:17]=[CH:16][CH:15]=[CH:14][CH:13]=1.[Cl-].[Al+3].[Cl-].[Cl-]>ClCCCl>[CH2:30]([O:29][C:27]([CH2:26][CH2:25][CH2:24][CH2:23][CH2:22][CH2:21][CH2:20][CH2:19][CH2:18][C:12]1[CH:13]=[CH:14][C:15]([C:4]([C:3]2[CH:7]=[CH:8][CH:9]=[CH:10][C:2]=2[C:1]([OH:6])=[O:11])=[O:5])=[CH:16][CH:17]=1)=[O:28])[CH3:31] |f:2.3.4.5|. Procedure details: At 0°-3° C., 9.6 g of phthalic anhydride are added to a solution of 18 g of ethyl 10-phenyldecanoate in 100 ml of 1,2-dichloroethane, after which 26 g of aluminium chloride are added in portions over a period of 1 hour. After stirring for 20 hours at room temperature, the mixture is poured onto ice/2N hydrochloric acid and extracted with methylene chloride. Washing of the organic phase with saturated sodium chloride solution, drying and evaporation gives 25.1 g of 2-[4'-(9"-ethoxycarbonylnonyl)b... The product is CC1=NOC(=C1COC1=CC=C(C=C1)S(=O)(=O)N(C1=NC(=NC=C1)C(F)(F)F)CC(C)C)C (4-{[(3,5-dimethyl-4-isoxazolyl)methyl]oxy}-N-(2-methylpropyl)-N-[2-(trifluoromethyl)-4-pyrimidinyl]benzenesulfonamide). Run in N1=CC=CC=C1 (pyridine). Reaction conditions: temperature 100 celsius. As a reaction SMILES: [CH3:1][CH:2]([CH3:15])[CH2:3][NH:4][C:5]1[CH:10]=[CH:9][N:8]=[C:7]([C:11]([F:14])([F:13])[F:12])[N:6]=1.[CH3:16][C:17]1[C:21]([CH2:22][O:23][C:24]2[CH:29]=[CH:28][C:27]([S:30](Cl)(=[O:32])=[O:31])=[CH:26][CH:25]=2)=[C:20]([CH3:34])[O:19][N:18]=1.C(N=C(N(C)C)N(C)C)(C)(C)C>N1C=CC=CC=1>[CH3:16][C:17]1[C:21]([CH2:22][O:23][C:24]2[CH:25]=[CH:26][C:27]([S:30]([N:4]([CH2:3][CH:2]([CH3:15])[CH3:1])[C:5]3[CH:10]=[CH:9][N:8]=[C:7]([C:11]([F:12])([F:14])[F:13])[N:6]=3)(=[O:32])=[O:31])=[CH:28][CH:29]=2)=[C:20]([CH3:34])[O:19][N:18]=1. Reactants: CC(CNC1=NC(=NC=C1)C(F)(F)F)C (N-(2-methylpropyl)-2-(trifluoromethyl)-4-pyrimidinamine), CC1=NOC(=C1COC1=CC=C(C=C1)S(=O)(=O)Cl)C (4-{[(3,5-dimethyl-4-isoxazolyl)methyl]oxy}benzenesulfonyl chloride), C(C)(C)(C)N=C(N(C)C)N(C)C (2-(tert-butyl)-1,1,3,3-tetramethylguanidine). Procedure details: To a solution of N-(2-methylpropyl)-2-(trifluoromethyl)-4-pyrimidinamine (100 mg, 0.456 mmol) and 4-{[(3,5-dimethyl-4-isoxazolyl)methyl]oxy}benzenesulfonyl chloride (151 mg, 0.502 mmol) in pyridine (1 mL) was added 2-(tert-butyl)-1,1,3,3-tetramethylguanidine (0.092 mL, 0.456 mmol). The reaction vessel was sealed and heated by microwaves to 100° C. for 30 minutes. The solvent was evaporated in vacuo to give the crude product, which was purified by solid phase extraction (SPE) using an aminopropyl... Reactants: [N+](=O)([O-])C1=CN=C(N1C)C1=NN=C2N1N=C(C=C2)Cl (3-(5-nitro-1-methyl-2-imidazolyl)-6-chloro-s-triazolo[4,3-b]pyridazine), O1CCOCC1 (dioxan), CNC (dimethylamine). The solvent is CO (methanol). Run at temperature 60 celsius, time 1 hour. The product is [N+](=O)([O-])C1=CN=C(N1C)C1=NN=C2N1N=C(C=C2)N(C)C (3-(5-nitro-1-methyl-2-imidazolyl)-6-dimethylamino-s-triazolo[4,3-b]pyridazine). Reaction SMILES: [N+:1]([C:4]1[N:8]([CH3:9])[C:7]([C:10]2[N:14]3[N:15]=[C:16](Cl)[CH:17]=[CH:18][C:13]3=[N:12][N:11]=2)=[N:6][CH:5]=1)([O-:3])=[O:2].O1CCOCC1.[CH3:26][NH:27][CH3:28]>CO>[N+:1]([C:4]1[N:8]([CH3:9])[C:7]([C:10]2[N:14]3[N:15]=[C:16]([N:27]([CH3:28])[CH3:26])[CH:17]=[CH:18][C:13]3=[N:12][N:11]=2)=[N:6][CH:5]=1)([O-:3])=[O:2]. Reported procedure: 1.4 g. 3-(5-nitro-1-methyl-2-imidazolyl)-6-chloro-s-triazolo[4,3-b]pyridazine was suspended in 14 ml. of a mixture of dioxan and methanol (1:1), 6.7 ml. 30% methanolic dimethylamine solution were added thereto, the reaction mixture was stirred for 1 hour at 60° C., then cooled in an ice bath, the product was filtered off with suction, washed with a mixture of dioxan and methanol (1:1) and then with ether and the product thus obtained (0.66 g.) recrystallized from 15 ml. dioxan-dimethylformamide ... Reported procedure: A sealed tube was charged with 1-bromo-3,5-difluorobenzene (1.79 ml, 15.5 mmol), Pd2(dba)3 (0.85 g, 0.93 mmol), X-PHOS (2.22 g, 4.66 mmol), and potassium carbonate (4.73 g, 34.2 mmol). The tube was evacuated and backfilled with argon 3×. Fully degassed tert-amyl alcohol (51 mL) was added followed immediately by the addition of morpholine (2.71 ml, 31.1 mmol). The tube was then sealed and placed in an oil bath at 100° C. and stirred overnight. The reaction mixture was taken up in diethyl ether an... Reaction conditions: time 8 hour. Yields the product FC=1C=C(C=C(C1)F)N1CCOCC1 (4-(3,5-Difluorophenyl)morpholine). Starting materials: BrC1=CC(=CC(=C1)F)F (1-bromo-3,5-difluorobenzene), CC(C)C1=CC(=C(C(=C1)C(C)C)C2=C(C=CC=C2)P(C3CCCCC3)C4CCCCC4)C(C)C (X-PHOS), C([O-])([O-])=O.[K+].[K+] (potassium carbonate), N1CCOCC1 (morpholine). RXN SMILES: Br[C:2]1[CH:7]=[C:6]([F:8])[CH:5]=[C:4]([F:9])[CH:3]=1.CC(C1C=C(C(C)C)C(C2C=CC=CC=2P(C2CCCCC2)C2CCCCC2)=C(C(C)C)C=1)C.C(=O)([O-])[O-].[K+].[K+].[NH:50]1[CH2:55][CH2:54][O:53][CH2:52][CH2:51]1>C(OCC)C.O.C1C=CC(/C=C/C(/C=C/C2C=CC=CC=2)=O)=CC=1.C1C=CC(/C=C/C(/C=C/C2C=CC=CC=2)=O)=CC=1.C1C=CC(/C=C/C(/C=C/C2C=CC=CC=2)=O)=CC=1.[Pd].[Pd]>[F:9][C:4]1[CH:3]=[C:2]([N:50]2[CH2:55][CH2:54][O:53][CH2:52][CH2:51]2)[CH:7]=[C:6]([F:8])[CH:5]=1 |f:2.3.4,8.9.10.11.12|. Run in C(C)OCC (diethyl ether), O (water). The reagents and catalysts are C=1C=CC(=CC1)/C=C/C(=O)/C=C/C2=CC=CC=C2.C=1C=CC(=CC1)/C=C/C(=O)/C=C/C2=CC=CC=C2.C=1C=CC(=CC1)/C=C/C(=O)/C=C/C2=CC=CC=C2.[Pd].[Pd] (Pd2(dba)3). The reactants are [Cl-].[NH4+] (ammonium chloride), COC(=O)C=1C=C2CC(C(NC2=CC1)C1=CC(=CC(=C1)F)Br)(C)C (2-(3-bromo-5-fluoro-phenyl)-3,3-dimethyl-1,2,3,4-tetrahydro-quinoline-6-carboxylic acid methyl ester), N1CCNCC1 (piperazine), N1[C@H](C(=O)O)CCC1 (L-proline), [OH-].[K+] (potassium hydroxide). The reagents and catalysts are [Cu+] (copper (I)). Solvent: CS(=O)C (DMSO). Conditions: temperature 120 celsius, time 2 hour. Product: C(C)OC(=O)C=1C=C2CC(C(NC2=CC1)C1=CC(=CC(=C1)N1CCNCC1)F)(C)C (2-(3-fluoro-5-piperazin-1-yl-phenyl)-3,3-dimethyl-1,2,3,4-tetrahydro-quinoline-6-carboxylic acid ethyl ester). The yield is 72.9%. RXN SMILES: [CH3:1][O:2][C:3]([C:5]1[CH:6]=[C:7]2[C:12](=[CH:13][CH:14]=1)[NH:11][CH:10]([C:15]1[CH:20]=[C:19]([F:21])[CH:18]=[C:17](Br)[CH:16]=1)[C:9]([CH3:24])([CH3:23])[CH2:8]2)=[O:4].[NH:25]1[CH2:30][CH2:29][NH:28][CH2:27][CH2:26]1.N1CCC[C@H:32]1C(O)=O.[OH-].[K+].[Cl-].[NH4+]>CS(C)=O.[Cu+]>[CH2:1]([O:2][C:3]([C:5]1[CH:6]=[C:7]2[C:12](=[CH:13][CH:14]=1)[NH:11][CH:10]([C:15]1[CH:16]=[C:17]([N:25]3[CH2:30][CH2:29][NH:28][CH2:27][CH2:26]3)[CH:18]=[C:19]([F:21])[CH:20]=1)[C:9]([CH3:24])([CH3:23])[CH2:8]2)=[O:4])[CH3:32] |f:3.4,5.6|. Procedure details: A mixture of 2-(3-bromo-5-fluoro-phenyl)-3,3-dimethyl-1,2,3,4-tetrahydro-quinoline-6-carboxylic acid methyl ester (0.41 g, 1.0 mmol), piperazine (0.26 g, 3.0 mmol), copper (I) iodidie (110 mg, 0.6 mmol), L-proline (69 mg, 0.6 mmol) and potassium hydroxide (33.6 mg, 0.6 mmol) in DMSO (2 mL) was stirred at 120° C. for 2 hours. Then treated with saturated ammonium chloride (20 mL), extracted with ether (100 mL). After removal of solvent, the residue was purified on flash silica gel chromatography (... Reactants: solution, C(CCC)B(CCCC)CCCC (tri-n-butyl borane), NOS(=O)(=O)O (hydroxylamine-O-sulfonic acid), CS(=O)(=O)C1=CC=C(C=C1)C1=CSC=C1C1=CC=C(C=C1)F (3-(4-methylsulfonylphenyl)-4-(4-fluorophenyl)thiophene), C(CCC)[Li] (n-butyl lithium), CCCCCC (hexane), C(C)(=O)[O-].[Na+] (sodium acetate). The solvent is C1CCOC1 (THF), O (water), C(C)(=O)OCC (ethyl acetate), C1CCOC1 (THF). Reaction conditions: temperature -70 celsius, time 20 minute. Product: FC1=CC=C(C=C1)C=1C(=CSC1)C1=CC=C(C=C1)S(=O)(=O)N (4-[4-(4-Fluorophenyl)thien-3-yl]benzenesulfonamide). Yield: 17.7%. RXN SMILES: C[S:2]([C:5]1[CH:10]=[CH:9][C:8]([C:11]2[C:15]([C:16]3[CH:21]=[CH:20][C:19]([F:22])=[CH:18][CH:17]=3)=[CH:14][S:13][CH:12]=2)=[CH:7][CH:6]=1)(=[O:4])=[O:3].C([Li])CCC.CCCCCC.C(B(CCCC)CCCC)CCC.C([O-])(=O)C.[Na+].[NH2:52]OS(O)(=O)=O>C1COCC1.C(OCC)(=O)C.O>[F:22][C:19]1[CH:20]=[CH:21][C:16]([C:15]2[C:11]([C:8]3[CH:9]=[CH:10][C:5]([S:2]([NH2:52])(=[O:4])=[O:3])=[CH:6][CH:7]=3)=[CH:12][S:13][CH:14]=2)=[CH:17][CH:18]=1 |f:4.5|. Procedure details: To a solution of 3-(4-methylsulfonylphenyl)-4-(4-fluorophenyl)thiophene (0.332 g, 1.0 mmol) in THF (8 mL) at −70° C. under nitrogen was added 1.6 M n-butyl lithium in hexane (0.66 mL, 1.05 mmol) slowly, via syringe, and the mixture stirred at -70° C. for 20 minutes and then at room temperature (25° C.) for 1 hour. After cooling to −70° Cm a 1.0 M solution of tri-n-butyl borane in THF (1.15 mL, 1.15 mmol) was added and the mixture allowed to warm slowly to 0° C. for 1 hour, warmed to room tempera... Reactants: C1=C(C=CC2=CC=CC=C12)O (β-naphthol), NC1=CC=CC=C1 (aniline), P(OC1=CC=CC=C1)(OC1=CC=CC=C1)[O-] (diphenyl phosphite). Run in O (water). Conditions: time 5 hour. Yields the product C1(=CC=CC=C1)NC1=CC2=CC=CC=C2C=C1 (N-phenyl-β-naphthylamine). Yield: 95.0%. RXN SMILES: [CH:1]1[C:10]2[C:5](=[CH:6][CH:7]=[CH:8][CH:9]=2)[CH:4]=[CH:3][C:2]=1O.[NH2:12][C:13]1[CH:18]=[CH:17][CH:16]=[CH:15][CH:14]=1.P([O-])(OC1C=CC=CC=1)OC1C=CC=CC=1>O>[C:13]1([NH:12][C:2]2[CH:3]=[CH:4][C:5]3[C:10](=[CH:9][CH:8]=[CH:7][CH:6]=3)[CH:1]=2)[CH:18]=[CH:17][CH:16]=[CH:15][CH:14]=1. Procedure details: 288 parts of β-naphthol, 220 parts of aniline and 6 parts of diphenyl phosphite are mixed and fused at 130° C. At 190° C internal temperature, the reaction commences, with elimination of water. After 5 hours, the internal temperature has reached 235° C and 36 parts of water have distilled off. Thereafter, 416 parts of N-phenyl-β-naphthylamine, of melting point 100° - 102° C, distil, passing over at 230° C/15 mm Hg. This corresponds to a yield of 95% of theory. Starting materials: ClC1=CC(=C(C(=O)O)C=C1)NS(=O)(=O)C1=C(C=CC=C1F)F (4-chloro-2-(2,6-difluoro-benzenesulfonylamino)-benzoic acid), Cl.[N+](=O)([O-])C1=CC=C(C=C1)C(CN)C (2-(4-nitro-phenyl)-propylamine hydrochloride), [N+](=O)([O-])C1=CC=C(C=C1)CC#N (4-nitrophenylacetonitrile). The product is ClC1=CC(=C(C(=O)NCC(C)C2=CC=C(C=C2)[N+](=O)[O-])C=C1)NS(=O)(=O)C1=C(C=CC=C1F)F (4-Chloro-2-(2,6-difluoro-benzenesulfonylamino)-N-[2-(4-nitro-phenyl)-propyl]-benzamide). As a reaction SMILES: [Cl:1][C:2]1[CH:10]=[CH:9][C:5]([C:6](O)=[O:7])=[C:4]([NH:11][S:12]([C:15]2[C:20]([F:21])=[CH:19][CH:18]=[CH:17][C:16]=2[F:22])(=[O:14])=[O:13])[CH:3]=1.Cl.[N+:24]([C:27]1[CH:32]=[CH:31][C:30]([CH:33]([CH3:36])[CH2:34][NH2:35])=[CH:29][CH:28]=1)([O-:26])=[O:25].[N+](C1C=CC(CC#N)=CC=1)([O-])=O>>[Cl:1][C:2]1[CH:10]=[CH:9][C:5]([C:6]([NH:35][CH2:34][CH:33]([C:30]2[CH:31]=[CH:32][C:27]([N+:24]([O-:26])=[O:25])=[CH:28][CH:29]=2)[CH3:36])=[O:7])=[C:4]([NH:11][S:12]([C:15]2[C:16]([F:22])=[CH:17][CH:18]=[CH:19][C:20]=2[F:21])(=[O:14])=[O:13])[CH:3]=1 |f:1.2|. Procedure details: This compound was prepared from 4-chloro-2-(2,6-difluoro-benzenesulfonylamino)-benzoic acid and 2-(4-nitro-phenyl)-propylamine hydrochloride (prepared as in EXAMPLE 5, substituting 4-nitrophenylacetonitrile in Part A) as in Example 1, Part C. HPLC: RT=10.37 min. MS (ESI−): mass calcd. for C22H18ClF2N3O5S, 509.9; m/z found, 509 [M−H]−. 1H NMR (400 MHz, CDCl3): 11.63 (s, 1H), 8.18 (d, J=8.6, 1H), 7.69 (d, J=1.7, 1H), 7.56-7.46 (m, 1H), 7.42 (d, J=8.6, 2H), 7.15 (d, J=8.5, 1H), 7.02-6.94 (m, 1H), 6... The reactants are C([O-])([O-])=O.[Na+].[Na+] (sodium carbonate), N1(CCCCC1)C1=C(C=CC=C1)C(CCC)C(C1=CC=C(C(=O)NNS(=O)(=O)C2=CC=C(C)C=C2)C=C1)C(=O)N (N1 -[4-[(1-(2-piperidino-phenyl)-1-butyl)-aminocarbonylmethyl]-benzoyl]-N2 -tosyl-hydrazine). Conditions: temperature 170 celsius, time 1 minute. The solvent is C(CO)O (ethylene glycol). As a reaction SMILES: C(=O)([O-])[O-].[Na+].[Na+].[N:7]1([C:13]2[CH:18]=[CH:17][CH:16]=[CH:15][C:14]=2[CH:19]([CH:23]([C:44]([NH2:46])=[O:45])[C:24]2[CH:43]=[CH:42][C:27]([C:28](NNS(C3C=CC(C)=CC=3)(=O)=O)=[O:29])=[CH:26][CH:25]=2)[CH2:20][CH2:21][CH3:22])[CH2:12][CH2:11][CH2:10][CH2:9][CH2:8]1>C(O)CO>[N:7]1([C:13]2[CH:18]=[CH:17][CH:16]=[CH:15][C:14]=2[CH:19]([CH:23]([C:44]([NH2:46])=[O:45])[C:24]2[CH:25]=[CH:26][C:27]([CH:28]=[O:29])=[CH:42][CH:43]=2)[CH2:20][CH2:21][CH3:22])[CH2:8][CH2:9][CH2:10][CH2:11][CH2:12]1 |f:0.1.2|. Reported procedure: A quantity of 6.6 gm (62 m mol) of sodium carbonate was heated together with 62 ml of ethylene glycol in a bath at 170° C., and, within one minute, 6.2 gm (11 m mol) of N1 -[4-[(1-(2-piperidino-phenyl)-1-butyl)-aminocarbonylmethyl]-benzoyl]-N2 -tosyl-hydrazine [melting point 195° C. (decomposition)] were added thereto, with rapid stirring, whereupon there was a vigorous development of gas. The mixture was then heated for a further two and one-half minutes at 170° C. and then immediately poured o... Yields the product N1(CCCCC1)C1=C(C=CC=C1)C(CCC)C(C1=CC=C(C=O)C=C1)C(=O)N (4-[(1-(2-Piperidino-phenyl)-1-butyl)-aminocarbonylmethyl]-benzaldehyde).